This data is from the Open Reaction Database (ORD), a public repository of structured organic reaction records. The task is: describe an organic reaction: reactants, conditions, products, and yield Reactants: CCO, C[Si](C)(C)CC[Si](C)(C)CCCOCC1CO1, NCC1CCCO1. Product: C[Si](C)(C)CC[Si](C)(C)CCCOCC(O)CNCC1CCCO1. Reaction SMILES: [CH3:25][CH2:26][OH:27].[CH3:8][Si:9]([CH2:10][CH2:11][CH2:12][O:13][CH2:14][CH:15]1[O:16][CH2:17]1)([CH2:18][CH2:19][Si:20]([CH3:21])([CH3:22])[CH3:23])[CH3:24].[O:1]1[CH:2]([CH2:6][NH2:7])[CH2:3][CH2:4][CH2:5]1>>[O:1]1[CH:2]([CH2:6][NH:7][CH2:17][CH:15]([CH2:14][O:13][CH2:12][CH2:11][CH2:10][Si:9]([CH3:8])([CH2:18][CH2:19][Si:20]([CH3:21])([CH3:22])[CH3:23])[CH3:24])[OH:16])[CH2:3][CH2:4][CH2:5]1.